This data is from the Open Reaction Database (ORD), a public repository of structured organic reaction records. The task is: describe an organic reaction: reactants, conditions, products, and yield The reactants are CC(C)([O-])C.[K+] (potassium tert. butoxide), BrCC(=O)OCC (ethyl bromoacetate), COC=1C=C(C=CC1OC)C1=CC(N(C(N1)=O)C)=NC1=C(C=C(C=C1C)C)C (3,4-dihydro-6-(3,4-dimethoxyphenyl)-3-methyl-4-(2,4,6-trimethylphenylimino)-2(1H)-pyrimidinone). Run in CN(C=O)C (N,N-dimethylformamide). Run at time 8 hour. Product: COC=1C=C(C=CC1OC)C1=CC(N(C(N1CC(=O)OCC)=O)C)=NC1=C(C=C(C=C1C)C)C (3,4-dihydro-6-(3,4-dimethoxyphenyl)-1-ethoxycarbonylmethyl-methyl-4(2,4,6-trimethylphenylimino)-2(1H)pyrimidinone). The yield is 47.8%. As a reaction SMILES: [CH3:1][O:2][C:3]1[CH:4]=[C:5]([C:11]2[NH:16][C:15](=[O:17])[N:14]([CH3:18])[C:13](=[N:19][C:20]3[C:25]([CH3:26])=[CH:24][C:23]([CH3:27])=[CH:22][C:21]=3[CH3:28])[CH:12]=2)[CH:6]=[CH:7][C:8]=1[O:9][CH3:10].CC(C)([O-])C.[K+].Br[CH2:36][C:37]([O:39][CH2:40][CH3:41])=[O:38]>CN(C)C=O>[CH3:1][O:2][C:3]1[CH:4]=[C:5]([C:11]2[N:16]([CH2:36][C:37]([O:39][CH2:40][CH3:41])=[O:38])[C:15](=[O:17])[N:14]([CH3:18])[C:13](=[N:19][C:20]3[C:25]([CH3:26])=[CH:24][C:23]([CH3:27])=[CH:22][C:21]=3[CH3:28])[CH:12]=2)[CH:6]=[CH:7][C:8]=1[O:9][CH3:10] |f:1.2|. Procedure: To a suspension of 3,4-dihydro-6-(3,4-dimethoxyphenyl)-3-methyl-4-(2,4,6-trimethylphenylimino)-2(1H)-pyrimidinone (26.1 g) in N,N-dimethylformamide (350 ml) were added potassium tert. butoxide (9.2 g) and ethyl bromoacetate (13.7 g) at room temperature. The mixture was stirred overnight. After neutralization with diluted hydrochloric acid, the mixture was evaporated and chromatographed on silica gel using chloroform. Fractions containing the object compound were evaporated and the residue was tr... The reactants are O=C([O-])[O-], CC(=O)c1cc(Cl)ccc1O, CC(C)I, [K+], [K+], CN(C)C=O. Yields the product CC(=O)c1cc(Cl)ccc1OC(C)C. RXN SMILES: [C:16](=[O:17])([O-:18])[O-:19].[Cl:5][c:6]1[cH:7][cH:8][c:9]([OH:15])[c:10]([C:12]([CH3:13])=[O:14])[cH:11]1.[I:1][CH:2]([CH3:3])[CH3:4].[K+:20].[K+:21].[O:22]=[CH:23][N:24]([CH3:25])[CH3:26]>>[CH:2]([CH3:3])([CH3:4])[O:15][c:9]1[cH:8][cH:7][c:6]([Cl:5])[cH:11][c:10]1[C:12]([CH3:13])=[O:14]. Yields the product C(C)(C)(C)OC(=O)N1CCN(CC1)C1=CC(=CC=C1)C1=CC=2C(CCC(C2C=C1)(C)C)(C)C (4-[3-(5,5,8,8-Tetramethyl-5,6,7,8-tetrahydronaphthalen-2-yl)phenyl]piperazine-1-carboxylic acid tert-butyl ester). Starting materials: C(C)(C)(C)OC(=O)N1CCN(CC1)C1=CC(=CC=C1)Br (4-(3-bromophenyl)piperazine-1-carboxylic acid tert-butyl ester), CC1(OB(OC1(C)C)C1=CC=2C(CCC(C2C=C1)(C)C)(C)C)C (4,4,5,5-tetramethyl-2-(5,5,8,8-tetramethyl-5,6,7,8-tetrahydronaphthalen-2-yl)-1,3,2-dioxaborolane). Procedure details: The preparation is carried out analogously to FS 102 starting from 4-(3-bromophenyl)piperazine-1-carboxylic acid tert-butyl ester (WO2007/97937) and 4,4,5,5-tetramethyl-2-(5,5,8,8-tetramethyl-5,6,7,8-tetrahydronaphthalen-2-yl)-1,3,2-dioxaborolane. RXN SMILES: [C:1]([O:5][C:6]([N:8]1[CH2:13][CH2:12][N:11]([C:14]2[CH:19]=[CH:18][CH:17]=[C:16](Br)[CH:15]=2)[CH2:10][CH2:9]1)=[O:7])([CH3:4])([CH3:3])[CH3:2].CC1(C)C(C)(C)OB([C:29]2[CH:38]=[CH:37][C:36]3[C:35]([CH3:40])([CH3:39])[CH2:34][CH2:33][C:32]([CH3:42])([CH3:41])[C:31]=3[CH:30]=2)O1>>[C:1]([O:5][C:6]([N:8]1[CH2:13][CH2:12][N:11]([C:14]2[CH:19]=[CH:18][CH:17]=[C:16]([C:38]3[CH:29]=[CH:30][C:31]4[C:32]([CH3:42])([CH3:41])[CH2:33][CH2:34][C:35]([CH3:40])([CH3:39])[C:36]=4[CH:37]=3)[CH:15]=2)[CH2:10][CH2:9]1)=[O:7])([CH3:4])([CH3:3])[CH3:2]. Starting materials: C(C)(C)(C)OC(N[C@H]1[C@H](C(CCC1)(F)F)NC(=O)C=1SC(=C(C1)C=1C=NN2C1N=CC(=C2)OC(F)F)C)=O (tert-Butyl{(1R,2R)-2-[({4-[6-(difluoromethoxy)pyrazolo[1,5-a]pyrimidin-3-yl]-5-methylthiophen-2-yl}carbonyl)amino]-3,3-difluorocyclohexyl}carbamate), FC(C(=O)O)(F)F (trifluoroacetic acid). The solvent is ClCCl (dichloromethane), [OH-].[Na+] (NaOH). Reaction conditions: time 16 hour. The product is N[C@@H]1CCCC([C@@H]1NC(=O)C=1SC(=C(C1)C=1C=NN2C1N=CC(=C2)OC(F)F)C)(F)F (N-[(1R,6R)-6-Amino-2,2-difluorocyclohexyl]-4-[6-(difluoromethoxy)pyrazolo[1,5-a]pyrimidin-3-yl]-5-methylthiophene-2-carboxamide). The yield is 50.4%. RXN SMILES: C(OC(=O)[NH:7][C@@H:8]1[CH2:13][CH2:12][CH2:11][C:10]([F:15])([F:14])[C@@H:9]1[NH:16][C:17]([C:19]1[S:20][C:21]([CH3:37])=[C:22]([C:24]2[CH:25]=[N:26][N:27]3[CH:32]=[C:31]([O:33][CH:34]([F:36])[F:35])[CH:30]=[N:29][C:28]=23)[CH:23]=1)=[O:18])(C)(C)C.FC(F)(F)C(O)=O>ClCCl.[OH-].[Na+]>[NH2:7][C@H:8]1[C@@H:9]([NH:16][C:17]([C:19]2[S:20][C:21]([CH3:37])=[C:22]([C:24]3[CH:25]=[N:26][N:27]4[CH:32]=[C:31]([O:33][CH:34]([F:35])[F:36])[CH:30]=[N:29][C:28]=34)[CH:23]=2)=[O:18])[C:10]([F:14])([F:15])[CH2:11][CH2:12][CH2:13]1 |f:3.4|. Procedure details: tert-Butyl{(1R,2R)-2-[({4-[6-(difluoromethoxy)pyrazolo[1,5-a]pyrimidin-3-yl]-5-methylthiophen-2-yl}carbonyl)amino]-3,3-difluorocyclohexyl}carbamate (0.900 g, 1.61 mmol) was dissolved in dichloromethane (8 mL) and trifluoroacetic acid (1.50 mL, 19.5 mmol) added. The reaction was stirred at room temperature for 16 h. After deprotection was complete, the mixture was diluted with 1N NaOH. The aqueous layer was extracted 3× with dichloromethane. The organic layers were combined, dried with sodium sul... Reactants: Brc1ccccc1OCc1ccccc1, C1CCOC1, [Li]CCCC, CCCCCC, O=Cc1ccc(C(F)(F)F)cc1, O. The product is OC(c1ccc(C(F)(F)F)cc1)c1ccccc1OCc1ccccc1. RXN SMILES: [CH2:12]([c:13]1[cH:14][cH:15][cH:16][cH:17][cH:18]1)[O:19][c:20]1[c:21]([Br:26])[cH:22][cH:23][cH:24][cH:25]1.[CH2:40]1[O:41][CH2:42][CH2:43][CH2:44]1.[CH2:7]([Li:8])[CH2:9][CH2:10][CH3:11].[CH3:1][CH2:2][CH2:3][CH2:4][CH2:5][CH3:6].[F:27][C:28]([c:29]1[cH:30][cH:31][c:32]([CH:33]=[O:34])[cH:35][cH:36]1)([F:37])[F:38].[OH2:39]>>[CH2:12]([c:13]1[cH:14][cH:15][cH:16][cH:17][cH:18]1)[O:19][c:20]1[c:21]([CH:33]([c:32]2[cH:31][cH:30][c:29]([C:28]([F:27])([F:37])[F:38])[cH:36][cH:35]2)[OH:34])[cH:22][cH:23][cH:24][cH:25]1. Reactants: ClC1=CC(=C(C=C1)C1=NN(C(=C1C(F)(F)F)C(F)(F)F)C)F (3-(4-chloro-2-fluorophenyl)-l-methyl-4,5-di(trifluoromethyl)-1H-pyrazole), ice water, [N+](=O)(O)[O-] (nitric acid). Yields the product ClC1=CC(=C(C=C1[N+](=O)[O-])C1=NN(C(=C1C(F)(F)F)C(F)(F)F)C)F (3-(4-Chloro-2-fluoro-5-nitrophenyl)-1-methyl-4,5-di(trifluoromethyl)-1H-pyrazole). Isolated yield 59.0%. Reaction SMILES: [Cl:1][C:2]1[CH:7]=[CH:6][C:5]([C:8]2[C:12]([C:13]([F:16])([F:15])[F:14])=[C:11]([C:17]([F:20])([F:19])[F:18])[N:10]([CH3:21])[N:9]=2)=[C:4]([F:22])[CH:3]=1.[N+:23]([O-])([OH:25])=[O:24]>>[Cl:1][C:2]1[C:7]([N+:23]([O-:25])=[O:24])=[CH:6][C:5]([C:8]2[C:12]([C:13]([F:16])([F:14])[F:15])=[C:11]([C:17]([F:18])([F:19])[F:20])[N:10]([CH3:21])[N:9]=2)=[C:4]([F:22])[CH:3]=1. Procedure details: 10.5 g (30 mmol) of 3-(4-chloro-2-fluorophenyl)-l-methyl-4,5-di(trifluoromethyl)-1H-pyrazole were added, at (-40)° C. to 90 ml of concentrated nitric acid, whereupon the mixture was stirred for 1 hour. Then, the mixture was stirred in 0.8 1 of ice-water. The product of value was subsequently extracted with dichloromethane. The organic phase was dried over magnesium sulfate and finally concentrated. Yield: 59%. Product: FC1=CC=C(C=C1)C1=NOC(=N1)C1CN(CC(C1)C1=CC=C(C=C1)C(F)(F)F)C(=O)N1CCC(CC1)C#N (1-({3-[3-(4-Fluorophenyl)-1,2,4-oxadiazol-5-yl]-5-[4-(trifluoromethyl)phenyl]piperidin-1-yl}-carbonyl)piperidine-4-carbonitrile). As a reaction SMILES: [C:1]([CH:3]1[CH2:8][CH2:7][N:6]([C:9]([N:11]2[CH2:16][CH:15]([C:17]3[CH:22]=[CH:21][C:20]([C:23]([F:26])([F:25])[F:24])=[CH:19][CH:18]=3)[CH2:14][CH:13]([C:27](O)=[O:28])[CH2:12]2)=[O:10])[CH2:5][CH2:4]1)#[N:2].[F:30][C:31]1[CH:36]=[CH:35][C:34]([C:37](=[N:39]O)[NH2:38])=[CH:33][CH:32]=1>>[F:30][C:31]1[CH:36]=[CH:35][C:34]([C:37]2[N:39]=[C:27]([CH:13]3[CH2:14][CH:15]([C:17]4[CH:18]=[CH:19][C:20]([C:23]([F:25])([F:24])[F:26])=[CH:21][CH:22]=4)[CH2:16][N:11]([C:9]([N:6]4[CH2:7][CH2:8][CH:3]([C:1]#[N:2])[CH2:4][CH2:5]4)=[O:10])[CH2:12]3)[O:28][N:38]=2)=[CH:33][CH:32]=1. The reactants are C(#N)C1CCN(CC1)C(=O)N1CC(CC(C1)C1=CC=C(C=C1)C(F)(F)F)C(=O)O (1-[(4-Cyanopiperidin-1-yl)carbonyl]-5-[4-(trifluoromethyl)phenyl]piperidine-3-carboxylic acid), FC1=CC=C(C=C1)C(N)=NO (4-fluoro-N′-hydroxybenzenecarboximidamide). Procedure details: 100 mg (0.244 mmol) of 1-[(4-cyanopiperidin-1-yl)carbonyl]-5-[4-(trifluoromethyl)phenyl]piperidine-3-carboxylic acid (Example 100A) and 41.4 mg (0.269 mmol) of 4-fluoro-N′-hydroxybenzenecarboximidamide were reacted according to the General Method 1. Yield: 78.2 mg (59% of theory).